Dataset: the Open Reaction Database (ORD), a public repository of structured organic reaction records. Task: describe an organic reaction: reactants, conditions, products, and yield Starting materials: CC(=O)N(CCCCN1C(=O)c2ccccc2C1=O)c1ccccc1, CCO, NN, O. Yields the product CC(=O)N(CCCCN)c1ccccc1. As a reaction SMILES: [C:1]([CH3:2])(=[O:3])[N:4]([c:5]1[cH:6][cH:7][cH:8][cH:9][cH:10]1)[CH2:11][CH2:12][CH2:13][CH2:14][N:15]1[C:16](=[O:17])[c:18]2[cH:19][cH:20][cH:21][cH:22][c:23]2[C:24]1=[O:25].[CH3:29][CH2:30][OH:31].[NH2:27][NH2:28].[OH2:26]>>[C:1]([CH3:2])(=[O:3])[N:4]([c:5]1[cH:6][cH:7][cH:8][cH:9][cH:10]1)[CH2:11][CH2:12][CH2:13][CH2:14][NH2:15]. Starting materials: ClC1=CC(=CC=C1)C(=O)OO (m-Chloroperbenzoic acid), C1(=CC=CC=C1)C=1C(N(C(N2C1SC=CC2)=O)CCC)=O (9-phenyl-7-propyl-4H,6H-pyrimido[6,1-b][1,3]thiazine-6,8(7H)-dione). Run in C(Cl)Cl (methylene chloride). Product: O=S1C=2N(C=CC1)C(N(C(C2C2=CC=CC=C2)=O)CCC)=O (1-Oxo-9-phenyl-7-propyl-2H,6H-pyrimido[6,1-b][1,3]thiazine-6,8(7H)-dione). The yield is 84.2%. RXN SMILES: ClC1C=CC=C(C(OO)=[O:9])C=1.[C:12]1([C:18]2[C:19](=[O:32])[N:20]([CH2:29][CH2:30][CH3:31])[C:21](=[O:28])[N:22]3[CH2:27][CH:26]=[CH:25][S:24][C:23]=23)[CH:17]=[CH:16][CH:15]=[CH:14][CH:13]=1>C(Cl)Cl>[O:9]=[S:24]1[CH2:25][CH:26]=[CH:27][N:22]2[C:21](=[O:28])[N:20]([CH2:29][CH2:30][CH3:31])[C:19](=[O:32])[C:18]([C:12]3[CH:13]=[CH:14][CH:15]=[CH:16][CH:17]=3)=[C:23]12. Procedure: m-Chloroperbenzoic acid (0.34 g)was added to a solution of 9-phenyl-7-propyl-4H,6H-pyrimido[6,1-b][1,3]thiazine-6,8(7H)-dione (0.53 g) in methylene chloride (10 mll) little by little with stirring under ice cooling, and then, the reaction mixture was stirred at room temperature for 10 hours. An insoluble material was removed by filtration, and the filtrate was washed with a saturated aqueous sodium bicarbonate. After drying, the organic solution was concentrated to dryness. The resulting residue...